This data is from the Open Reaction Database (ORD), a public repository of structured organic reaction records. The task is: describe an organic reaction: reactants, conditions, products, and yield Reactants: C(C1=CC=CC=C1)OC(NCC1CC(CCC1)N1C(C=2C(C=3C(=CC=CC13)Cl)=NOC2C)=O)=O ([3-(9-Chloro-3-methyl-4-oxo-5H-isoxazolo[4,3-c]quinolin-5-yl)-cyclohexylmethyl]-carbamic acid benzyl ester), Mo(CO)6. The solvent is C(C)#N (Acetonitrile), O (water). Conditions: time 8 hour. The product is C(C1=CC=CC=C1)OC(NCC1CC(CCC1)N1C(C(=C(C2=C(C=CC=C12)Cl)N)C(C)=O)=O)=O ([3-(3-Acetyl-4-amino-5-chloro-2-oxo-2H-quinolin-1-yl)-cyclohexylmethyl]-carbamic Acid Benzyl Ester). As a reaction SMILES: [CH2:1]([O:8][C:9](=[O:34])[NH:10][CH2:11][CH:12]1[CH2:17][CH2:16][CH2:15][CH:14]([N:18]2[C:27]3[CH:26]=[CH:25][CH:24]=[C:23]([Cl:28])[C:22]=3[C:21]3=[N:29][O:30][C:31]([CH3:32])=[C:20]3[C:19]2=[O:33])[CH2:13]1)[C:2]1[CH:7]=[CH:6][CH:5]=[CH:4][CH:3]=1>C(#N)C.O>[CH2:1]([O:8][C:9](=[O:34])[NH:10][CH2:11][CH:12]1[CH2:17][CH2:16][CH2:15][CH:14]([N:18]2[C:27]3[C:22](=[C:23]([Cl:28])[CH:24]=[CH:25][CH:26]=3)[C:21]([NH2:29])=[C:20]([C:31](=[O:30])[CH3:32])[C:19]2=[O:33])[CH2:13]1)[C:2]1[CH:7]=[CH:6][CH:5]=[CH:4][CH:3]=1. Procedure: A solution of [3-(9-Chloro-3-methyl-4-oxo-5H-isoxazolo[4,3-c]quinolin-5-yl)-cyclohexylmethyl]-carbamic acid benzyl ester (0.5 g, 1.04 mmol) and Mo(CO)6 (3.0 g, 0.01 mmol) in Acetonitrile (50 mL) and water (5 mL) was heated to 60° C. and stirred overnight. The reaction was concentrated to a solid, diluted in CH2Cl2 and filtered through Celite to remove the black insoluble material. The filtrate was concentrated to a solid and purified using silica gel column chromatography. The product was eluted...